This data is from the Open Reaction Database (ORD), a public repository of structured organic reaction records. The task is: describe an organic reaction: reactants, conditions, products, and yield The reactants are ClC1=C(C=C(C=N1)OC[C@H]1N(CC1)C)C=1C=NC=NC1 (6-chloro-3-(1-methyl-2-(S)-azetidinyl-methoxy)-5-(5-pyrimidinyl)pyridine), Cl (hydrogen chloride), CO (MeOH), CI NH3. Solvent: CCOCC (Et2O). Product: Cl.ClC1=C(C=C(C=N1)OC[C@H]1N(CC1)C)C=1C=NC=NC1 (6-Chloro-3-(1-methyl-2-(S)-azetidinylmethoxy)-5-(5-pyrimidinyl)pyridine hydrochloride). Reaction SMILES: [Cl:1][C:2]1[N:7]=[CH:6][C:5]([O:8][CH2:9][C@@H:10]2[CH2:13][CH2:12][N:11]2[CH3:14])=[CH:4][C:3]=1[C:15]1[CH:16]=[N:17][CH:18]=[N:19][CH:20]=1.Cl.CO>CCOCC>[ClH:1].[Cl:1][C:2]1[N:7]=[CH:6][C:5]([O:8][CH2:9][C@@H:10]2[CH2:13][CH2:12][N:11]2[CH3:14])=[CH:4][C:3]=1[C:15]1[CH:20]=[N:19][CH:18]=[N:17][CH:16]=1 |f:4.5|. Procedure: To a solution of 6-chloro-3-(1-methyl-2-(S)-azetidinyl-methoxy)-5-(5-pyrimidinyl)pyridine in Et2O was added hydrogen chloride (1.0 M in Et2O) carefully to afford the tittle compound: mp 143-144° C.; 1H NMR (D2O) δ 2.56-2.76 (m, 2H), 3.80 (m, 1H), 4.26 (m, 1H), 4.44-4.58 (m, 2H), 4.79 (m, 1H), 7.70 (d, 1H, J=3.0 Hz), 8.28 (d, 1H, J=3.0 Hz), 9.00 (s, 2H), 9.22 (s, 1H); MS (CI/NH3) m/z 291 (M+H)+. Anal. Calcd for C14H15ClN4O.HCl: C, 51.39; H, 4.93; N, 17.12. Found: C, 51.51; H, 4.80; N, 16.82. [α]2... The reactants are C(Cl)C1CO1 (epichlorohydrin), CN(C)CCCN (dimethylaminopropylamine), C(C1=CC=CC=C1)N (benzylamine), 1, C(=O)O (formic acid). The solvent is O (water), O (water), O (water). Conditions: temperature 50 celsius, time 2 hour. Yields the product C(Cl)C1CO1.CN(C)CCCN.C(C1=CC=CC=C1)N (Epichlorohydrin dimethylaminopropylamine benzylamine). Reaction SMILES: [CH3:1][N:2]([CH2:4][CH2:5][CH2:6][NH2:7])[CH3:3].[CH2:8]([NH2:15])[C:9]1[CH:14]=[CH:13][CH:12]=[CH:11][CH:10]=1.[CH2:16]([CH:18]1[O:20][CH2:19]1)[Cl:17].C(O)=O>O>[CH2:16]([CH:18]1[O:20][CH2:19]1)[Cl:17].[CH3:1][N:2]([CH2:4][CH2:5][CH2:6][NH2:7])[CH3:3].[CH2:8]([NH2:15])[C:9]1[CH:14]=[CH:13][CH:12]=[CH:11][CH:10]=1 |f:5.6.7|. Procedure: 1 020 g (10 mol) of dimethylaminopropylamine and 267.5 g (2.5 mol) of benzylamine are mixed in 1 519.1 g of water. The solution/suspension is heated to 50° C. Thereafter, 931 ml of epichlorohydrin (1 098.4 g/l 1.875 mol) are added dropwise at a rate of 16 ml/min while heating to 85° C., and stirring is effected for two hours at 85° C. The stirring at 85° C. is continued until free alkylating agent is no longer detectable (Preuβmann test). The reaction mixture is cooled, diluted with 2 l of water... Reported procedure: To 220 mg (1.42 mmol) of 5-aminomethylimidazo[5,1-b]-thiazole and 0.3 mg of ice were added 1 ml of ice-cooled water and 1 ml of 5N hydrochloric acid, and the mixture was stirred at 80° C. for 5 minutes. To this mixture was added 111 mg of sodium cyanate, and the resulting mixture was stirred at the temperature for 2 hours. 123 mg of sodium cyanate was further added to the mixture, and the resulting mixture was stirred for one hour. 122 mg of sodium cyanate was added again to the mixture, and the... Solvent: O (water). As a reaction SMILES: [NH2:1][CH2:2][C:3]1[N:10]2[C:6]([S:7][CH:8]=[CH:9]2)=[CH:5][N:4]=1.Cl.[O-:12][C:13]#[N:14].[Na+].C(=O)([O-])[O-].[K+].[K+]>O>[NH:1]([CH2:2][C:3]1[N:10]2[C:6]([S:7][CH:8]=[CH:9]2)=[CH:5][N:4]=1)[C:13]([NH2:14])=[O:12] |f:2.3,4.5.6|. Reaction conditions: temperature 80 celsius, time 5 minute. Reactants: Cl (hydrochloric acid), NCC1=NC=C2SC=CN21 (5-aminomethylimidazo[5,1-b]-thiazole), ice, ice, C([O-])([O-])=O.[K+].[K+] (potassium carbonate), [O-]C#N.[Na+] (sodium cyanate), [O-]C#N.[Na+] (sodium cyanate), [O-]C#N.[Na+] (sodium cyanate). The product is N(C(=O)N)CC1=NC=C2SC=CN21 (5-ureidomethyl-imidazo[5,1-b]thiazole). Isolated yield 57.4%. Starting materials: C1(=CC=CC=C1)O (Phenol), ClC1=NC=2C=C(C=CC2C2=C1C=CS2)C#N (4-chlorothieno[3,2-c]quinoline-7-carbonitrile), O (Water), [H-].[Na+] (sodium hydride). Yields the product O(C1=CC=CC=C1)C1=NC=2C=C(C=CC2C2=C1C=CS2)C#N (4-phenoxythieno[3,2-c]quinoline-7-carbonitrile), solid. Procedure details: Phenol (2.0 eq, 85 mg) was dissolved in anhydrous DMF. 60% sodium hydride (2.0 eq, 36 mg) was added and the reaction mixture stirred for a few minutes. 4-chlorothieno[3,2-c]quinoline-7-carbonitrile (1.0 eq, 110 mg) was added to the mixture and the whole reaction was stirred at 100° C. for two days. Water was added and the solid was filtered and dried. 4-phenoxythieno[3,2-c]quinoline-7-carbonitrile was isolated as a solid (114 mg). LCMS (ES)>95% pure, m/z 303 [M+1]+. The solvent is CN(C)C=O (DMF). Reaction SMILES: [C:1]1([OH:7])[CH:6]=[CH:5][CH:4]=[CH:3][CH:2]=1.[H-].[Na+].Cl[C:11]1[C:20]2[CH:21]=[CH:22][S:23][C:19]=2[C:18]2[CH:17]=[CH:16][C:15]([C:24]#[N:25])=[CH:14][C:13]=2[N:12]=1.O>CN(C=O)C>[O:7]([C:11]1[C:20]2[CH:21]=[CH:22][S:23][C:19]=2[C:18]2[CH:17]=[CH:16][C:15]([C:24]#[N:25])=[CH:14][C:13]=2[N:12]=1)[C:1]1[CH:6]=[CH:5][CH:4]=[CH:3][CH:2]=1 |f:1.2|. Reactants: CS(=O)(=O)OC=1C=NC2=CC=CC=C2C1O (4-hydroxyquinol-3-yl methanesulphonate), C([O-])([O-])=O.[K+].[K+] (potassium carbonate), CI (Methyl iodide). The product is CS(=O)(=O)OC1=CN(C2=CC=CC=C2C1=O)C (methyl-4-oxo-1,4-dihydroquinol-3-yl methanesulphonate). The solvent is CN(C=O)C (dimethylformamide). Reported procedure: A mixture of 4-hydroxyquinol-3-yl methanesulphonate (0.48 g) and potassium carbonate (0.28 g) in dry dimethylformamide (20 ml) was stirred for 2 hours at ambient temperature. Methyl iodide (0.15 ml) was then added and the stirring at ambient temperature continued overnight. The solvent was removed under reduced pressure and the residue was triturated with water (10 ml). The resultant mixture was extracted extracts were evaporated to dryness. The residue was purified by flash chromatography on a ... RXN SMILES: [CH3:1][S:2]([O:5][C:6]1[CH:7]=[N:8][C:9]2[C:14]([C:15]=1[OH:16])=[CH:13][CH:12]=[CH:11][CH:10]=2)(=[O:4])=[O:3].[C:17](=O)([O-])[O-].[K+].[K+].CI>CN(C)C=O>[CH3:1][S:2]([O:5][C:6]1[C:15](=[O:16])[C:14]2[C:9](=[CH:10][CH:11]=[CH:12][CH:13]=2)[N:8]([CH3:17])[CH:7]=1)(=[O:3])=[O:4] |f:1.2.3|. Run at time 2 hour. Reactants: [O-]S(=O)S(=O)[O-].[Na+].[Na+] (Na2S2O4), BrC=1C(=C(C(=NC1)N)[N+](=O)[O-])N1CCN(CC1)CC=1C=NC=CC1 (5-bromo-3-nitro-4-(4-pyridin-3-ylmethyl-piperazin-1-yl)-pyridin-2-ylamine), aqueous solution, N1(CCOCC1)CC=1C=C(C=O)C=CC1 (3-morpholin-4-ylmethyl-benzaldehyde). The solvent is CCO (EtOH). Run at temperature 70 celsius, time 9 hour. Yields the product BrC=1C(=C2C(=NC1)NC(=N2)C2=CC(=CC=C2)CN2CCOCC2)N2CCN(CC2)CC=2C=NC=CC2 (6-Bromo-2-(3-morpholin-4-ylmethyl-phenyl)-7-(4-pyridin-3-ylmethyl-piperazin-1-yl)-3H-imidazo[4,5-b]pyridine). Reaction SMILES: [Br:1][C:2]1[C:3]([N:12]2[CH2:17][CH2:16][N:15]([CH2:18][C:19]3[CH:20]=[N:21][CH:22]=[CH:23][CH:24]=3)[CH2:14][CH2:13]2)=[C:4]([N+:9]([O-])=O)[C:5]([NH2:8])=[N:6][CH:7]=1.[N:25]1([CH2:31][C:32]2[CH:33]=[C:34]([CH:37]=[CH:38][CH:39]=2)[CH:35]=O)[CH2:30][CH2:29][O:28][CH2:27][CH2:26]1.[O-]S(S([O-])=O)=O.[Na+].[Na+]>CCO>[Br:1][C:2]1[C:3]([N:12]2[CH2:17][CH2:16][N:15]([CH2:18][C:19]3[CH:20]=[N:21][CH:22]=[CH:23][CH:24]=3)[CH2:14][CH2:13]2)=[C:4]2[N:9]=[C:35]([C:34]3[CH:37]=[CH:38][CH:39]=[C:32]([CH2:31][N:25]4[CH2:30][CH2:29][O:28][CH2:27][CH2:26]4)[CH:33]=3)[NH:8][C:5]2=[N:6][CH:7]=1 |f:2.3.4|. Reported procedure: To a mixture of 5-bromo-3-nitro-4-(4-pyridin-3-ylmethyl-piperazin-1-yl)-pyridin-2-ylamine (0.060 g, 0.15 mmol) and EtOH (4.5 ml) was added 3-morpholin-4-ylmethyl-benzaldehyde (0.035 g, 0.17 mmol) followed by a freshly prepared 1M aqueous solution of Na2S2O4 (0.55 ml, 0.55 mmol). The reaction mixture was stirred at 70° C. for 9 h, then allowed to cool to room temperature and concentrated in vacuo. The residue was absorbed on silica gel, and the free-running powder was placed on a 10 g isolute sil... The reactants are ice, [H-].[H-].[H-].[H-].[Li+].[Al+3] (LAH), colorless oil, N1(C=CC2=CC=CC=C12)C1C(=O)OCC1 (2-(indol-1-yl)butyrolactone). Run in C1CCOC1 (THF). Product: N1(C=CC2=CC=CC=C12)C(CO)CCO (2-(Indol-1-yl)-butane-1,4-diol). RXN SMILES: [H-].[H-].[H-].[H-].[Li+].[Al+3].[N:7]1([CH:16]2[CH2:21][CH2:20][O:19][C:17]2=[O:18])[C:15]2[C:10](=[CH:11][CH:12]=[CH:13][CH:14]=2)[CH:9]=[CH:8]1>C1COCC1>[N:7]1([CH:16]([CH2:21][CH2:20][OH:19])[CH2:17][OH:18])[C:15]2[C:10](=[CH:11][CH:12]=[CH:13][CH:14]=2)[CH:9]=[CH:8]1 |f:0.1.2.3.4.5|. Procedure details: To an ice cooled suspension of LAH (0.84 g, 0.022 mol) in dry THF (60 mL) was added 2-(indol-1-yl)butyrolactone {4 g, 0.02 mol). After 1 hour the mixture was quenched successively with water (0.84 mL), 15% aqueous sodium hydroxide (0.84 mL), and water (2.5 mL). The reaction was filtered and the filtrate was dried, and evaporated. The material obtained, 2.5 g of colorless oil (61% of theory), was used directly in the next reaction.